Dataset: the Open Reaction Database (ORD), a public repository of structured organic reaction records. Task: describe an organic reaction: reactants, conditions, products, and yield The reactants are BrC1=NC(=CC=C1)OC (2-Bromo-6-methoxypyridine), IC1=C(C=CC=C1)Br (iodobromobenzene), C(CCC)[Li] (n-butyl lithium), solution. Run in C1CCOC1 (THF). Yields the product COC1=CC=CC(=N1)C1=CC=C(C=C1)Br (4-(6-Methoxypyridin-2-yl)bromobenzene). The yield is 44.7%. Reaction SMILES: Br[C:2]1[CH:7]=[CH:6][CH:5]=[C:4]([O:8][CH3:9])[N:3]=1.C([Li])CCC.I[C:16]1[CH:21]=[CH:20][CH:19]=[CH:18][C:17]=1[Br:22]>C1COCC1>[CH3:9][O:8][C:4]1[N:3]=[C:2]([C:20]2[CH:19]=[CH:18][C:17]([Br:22])=[CH:16][CH:21]=2)[CH:7]=[CH:6][CH:5]=1. Procedure details: 2-Bromo-6-methoxypyridine (3 g, 17 mmol) is treated as described in EXAMPLE 53, Part A with n-butyl lithium (10.6 mL of a 1.6 M solution in THF, 17 mmol) and iodobromobenzene (4.8 g, 17 mmol). The crude product is purified by chromatography (5% EtOAc/hexanes) to obtain the title compound (2 g, 7.6 mmol). The product is COC=1C=C(CN2C(=NC=C2)C=CC=2OC(=CC2)[N+](=O)[O-])C=CC1OC (1-(3,4-Dimethoxybenzyl)-2-[2-(5-nitro-2-furyl)vinyl]imidazole). Reported procedure: Using the same general procedure as employed in Example 1, the captioned compound was prepared from 3,4-dimethoxybenzyl chloride (as prepared from the corresponding alcohol) in lieu of the 2,3-dimethoxybenzyl chloride intermediate of Example 1. As a reaction SMILES: [CH3:1][O:2][C:3]1[CH:4]=[C:5]([CH:8]=[CH:9][C:10]=1[O:11][CH3:12])[CH2:6]Cl.[N+:13]([C:16]1[O:20][C:19]([CH:21]=[CH:22][C:23]2[NH:24][CH:25]=[CH:26][N:27]=2)=[CH:18][CH:17]=1)([O-:15])=[O:14]>>[CH3:1][O:2][C:3]1[CH:4]=[C:5]([CH:8]=[CH:9][C:10]=1[O:11][CH3:12])[CH2:6][N:27]1[CH:26]=[CH:25][N:24]=[C:23]1[CH:22]=[CH:21][C:19]1[O:20][C:16]([N+:13]([O-:15])=[O:14])=[CH:17][CH:18]=1. Starting materials: COC=1C=C(CCl)C=CC1OC (3,4-dimethoxybenzyl chloride), alcohol, [N+](=O)([O-])C1=CC=C(O1)C=CC=1NC=CN1 (2-[2-(5-Nitro-2-furyl)vinyl]imidazole). Reactants: CC(C)(C)NCCN, C[O-], CC#N, [Na+], CCOC(=O)Cn1ncc(-c2ccccc2)c1-c1ccccc1. Product: CC(C)(C)NCCNC(=O)Cn1ncc(-c2ccccc2)c1-c1ccccc1. As a reaction SMILES: [CH3:24][C:25]([CH3:26])([CH3:27])[NH:28][CH2:29][CH2:30][NH2:31].[CH3:32][O-:33].[CH3:35][C:36]#[N:37].[Na+:34].[c:1]1(-[c:7]2[cH:8][n:9][n:10]([CH2:18][C:19](=[O:20])[O:21][CH2:22][CH3:23])[c:11]2-[c:12]2[cH:13][cH:14][cH:15][cH:16][cH:17]2)[cH:2][cH:3][cH:4][cH:5][cH:6]1>>[c:1]1(-[c:7]2[cH:8][n:9][n:10]([CH2:18][C:19](=[O:20])[NH:31][CH2:30][CH2:29][NH:28][C:25]([CH3:24])([CH3:26])[CH3:27])[c:11]2-[c:12]2[cH:13][cH:14][cH:15][cH:16][cH:17]2)[cH:2][cH:3][cH:4][cH:5][cH:6]1.